Dataset: the Open Reaction Database (ORD), a public repository of structured organic reaction records. Task: describe an organic reaction: reactants, conditions, products, and yield The reactants are [Al+3], O=C(O)CCc1ccc(Br)cc1, [Cl-], [Cl-], [Cl-], ClCCl, Cl, O=S(Cl)Cl. Yields the product O=C1CCc2ccc(Br)cc21. As a reaction SMILES: [Al+3:18].[Br:1][c:2]1[cH:3][cH:4][c:5]([CH2:8][CH2:9][C:10](=[O:11])[OH:12])[cH:6][cH:7]1.[Cl-:17].[Cl-:19].[Cl-:20].[Cl:22][CH2:23][Cl:24].[ClH:21].[S:13]([Cl:14])([Cl:15])=[O:16]>>[Br:1][c:2]1[cH:3][c:4]2[c:5]([cH:6][cH:7]1)[CH2:8][CH2:9][C:10]2=[O:12]. Reactants: CC1(C)OB(c2cn[nH]c2)OC1(C)C, CC(Nc1nc2c(C#CC3CC3)c[nH]c(=O)c2c2cc(Br)ccc12)C(C)(C)C, [Na+], [Na+], O=C([O-])[O-], CN(C)C=O. Yields the product CC(Nc1nc2c(C#CC3CC3)c[nH]c(=O)c2c2cc(-c3cn[nH]c3)ccc12)C(C)(C)C. RXN SMILES: [CH3:29][C:30]1([CH3:31])[C:32]([CH3:33])([CH3:34])[O:35][B:36]([c:37]2[cH:38][n:39][nH:40][cH:41]2)[O:42]1.[CH:1]1([C:4]#[C:5][c:6]2[cH:7][nH:8][c:9](=[O:28])[c:10]3[c:11]4[c:12]([c:13]([NH:16][CH:17]([C:18]([CH3:19])([CH3:20])[CH3:21])[CH3:22])[n:14][c:15]23)[cH:23][cH:24][c:25]([Br:27])[cH:26]4)[CH2:2][CH2:3]1.[Na+:43].[Na+:44].[O-:45][C:46](=[O:47])[O-:48].[O:49]=[CH:50][N:51]([CH3:52])[CH3:53]>>[CH:1]1([C:4]#[C:5][c:6]2[cH:7][nH:8][c:9](=[O:28])[c:10]3[c:11]4[c:12]([c:13]([NH:16][CH:17]([C:18]([CH3:19])([CH3:20])[CH3:21])[CH3:22])[n:14][c:15]23)[cH:23][cH:24][c:25](-[c:37]2[cH:38][n:39][nH:40][cH:41]2)[cH:26]4)[CH2:2][CH2:3]1. Reactants: OC1=CC=C(C=O)C=C1 (4-hydroxy benzaldehyde), BrC(C)Br (dibromoethane), O (water). Solvent: [OH-].[Na+] (NaOH). Conditions: temperature 70 celsius. Yields the product BrCCOC1=CC=C(C=O)C=C1 (4-(2-bromoethoxy)benzaldehyde). Yield: 19.0%. Reaction SMILES: [OH:1][C:2]1[CH:9]=[CH:8][C:5]([CH:6]=[O:7])=[CH:4][CH:3]=1.[Br:10][CH:11](Br)[CH3:12].O>[OH-].[Na+]>[Br:10][CH2:11][CH2:12][O:1][C:2]1[CH:9]=[CH:8][C:5]([CH:6]=[O:7])=[CH:4][CH:3]=1 |f:3.4|. Reported procedure: 4-hydroxy benzaldehyde (700 mg, 5.7 mmol) and dibromoethane (1.2 ml, 0.46 mmol) were taken in 10% NaOH solution (0.7 ml) and TBAS (2.5 g, 13.7 mmol) and heated at 70° C. for 16 h when TLC indicated completion of reaction. The reaction mixture was cooled to rt and poured into water and extracted with ethyl acetate. The combined organic extracts was washed with water, dried and purified by column chromatography using silica gel (100-200 mesh) to afford the pure product as colorless oil in 19% yiel...